This data is from the Open Reaction Database (ORD), a public repository of structured organic reaction records. The task is: describe an organic reaction: reactants, conditions, products, and yield The reactants are C(C1=NC2=CC=CC=C2C=C1)(=O)O (quinaldic acid), C1CCC(CC1)N=C=NC2CCCCC2 (DCC), C=1C=CC2=C(C1)N=NN2O (HOBT), C(C)(C)(C)OC([C@@H](N)CC(N)=O)=O ((L)-asparagine tert-butyl ester). Solvent: C1CCOC1 (THF). Yields the product C(C)(C)(C)OC([C@@H](NC(=O)C1=NC2=CC=CC=C2C=C1)CC(N)=O)=O (Quinoline-2-carbonyl-(L)-asparagine tert-butyl ester). As a reaction SMILES: [C:1]([OH:13])(=O)[C:2]1[CH:11]=[CH:10][C:9]2[C:4](=[CH:5][CH:6]=[CH:7][CH:8]=2)[N:3]=1.C1CCC(N=C=NC2CCCCC2)CC1.C1C=CC2N(O)N=NC=2C=1.[C:39]([O:43][C:44](=[O:51])[C@H:45]([CH2:47][C:48](=[O:50])[NH2:49])[NH2:46])([CH3:42])([CH3:41])[CH3:40]>C1COCC1>[C:39]([O:43][C:44](=[O:51])[C@H:45]([CH2:47][C:48](=[O:50])[NH2:49])[NH:46][C:1]([C:2]1[CH:11]=[CH:10][C:9]2[C:4](=[CH:5][CH:6]=[CH:7][CH:8]=2)[N:3]=1)=[O:13])([CH3:42])([CH3:40])[CH3:41]. Reported procedure: Analogously to Example 100, 5.45 g (31.4 mmol) of quinaldic acid in 161 ml of THF are reacted with 7.08 g (34.3 mmol) of DCC, 4.63 g (34.3 mmol) of HOBT and 5.38 g (28.6 mmol) of (L)-asparagine tert-butyl ester (Bachem, Bubendorf/Switzerland). Filtration, extraction and column chromatography (SiO2, ethyl acetate/hexane 3:1) yields the pure title compound: TLC Rf (C')=0.15; tRet (V)=12.2 min; FAB-MS (M+H)+ =344. Procedure details: 65 mg of 1-(1-(2-(6-methoxy-3-methylbenz[d]isoxazol-7-yl)ethyl)piperidin-4-yl)-1H-indole-6-carboxamide obtained in Example 1 was dissolved in 1 ml of N,N-dimethylformamide, and then, 7.2 mg of 60% sodium hydride was added thereto. The reaction solution was stirred at room temperature for 5 minutes, and 11.2 μl of methyl iodide was then added to the reaction solution. After completion of the reaction, water and ethyl acetate were added to the reaction solution, so as to separate an organic layer.... Conditions: time 5 minute. Yields the product COC1=C(C2=C(C(=NO2)C)C=C1)CCN1CCC(CC1)N1C=CC2=CC=C(C=C12)C(=O)NC (1-{1-[2-(6-methoxy-3-methylbenz[d]isoxazol-7-yl)ethyl]piperidin-4-yl}-N-methyl-1H-indole-6-carboxamide). Reactants: O (water), COC1=C(C2=C(C(=NO2)C)C=C1)CCN1CCC(CC1)N1C=CC2=CC=C(C=C12)C(=O)N (1-(1-(2-(6-methoxy-3-methylbenz[d]isoxazol-7-yl)ethyl)piperidin-4-yl)-1H-indole-6-carboxamide), CI (methyl iodide), [H-].[Na+] (sodium hydride). Reaction SMILES: [CH3:1][O:2][C:3]1[CH:12]=[CH:11][C:6]2[C:7]([CH3:10])=[N:8][O:9][C:5]=2[C:4]=1[CH2:13][CH2:14][N:15]1[CH2:20][CH2:19][CH:18]([N:21]2[C:29]3[C:24](=[CH:25][CH:26]=[C:27]([C:30]([NH2:32])=[O:31])[CH:28]=3)[CH:23]=[CH:22]2)[CH2:17][CH2:16]1.[H-].[Na+].[CH3:35]I.O>CN(C)C=O.C(OCC)(=O)C>[CH3:1][O:2][C:3]1[CH:12]=[CH:11][C:6]2[C:7]([CH3:10])=[N:8][O:9][C:5]=2[C:4]=1[CH2:13][CH2:14][N:15]1[CH2:20][CH2:19][CH:18]([N:21]2[C:29]3[C:24](=[CH:25][CH:26]=[C:27]([C:30]([NH:32][CH3:35])=[O:31])[CH:28]=3)[CH:23]=[CH:22]2)[CH2:17][CH2:16]1 |f:1.2|. Run in C(C)(=O)OCC (ethyl acetate), CN(C=O)C (N,N-dimethylformamide). Starting materials: [Br-], N#CCC(=O)O, CCCC[N+](CCCC)(CCCC)CCCC, COC(C)(C)C, ClCc1ccccc1, [Na+], [OH-], O. Product: N#CCC(=O)OCc1ccccc1. Reaction SMILES: [Br-:17].[C:1](#[N:2])[CH2:3][C:4](=[O:5])[OH:6].[CH3:18][CH2:19][CH2:20][CH2:21][N+:22]([CH2:23][CH2:24][CH2:25][CH3:26])([CH2:27][CH2:28][CH2:29][CH3:30])[CH2:31][CH2:32][CH2:33][CH3:34].[CH3:36][O:37][C:38]([CH3:39])([CH3:40])[CH3:41].[Cl:9][CH2:10][c:11]1[cH:12][cH:13][cH:14][cH:15][cH:16]1.[Na+:8].[OH-:7].[OH2:35]>>[C:1](#[N:2])[CH2:3][C:4](=[O:5])[O:6][CH2:10][c:11]1[cH:12][cH:13][cH:14][cH:15][cH:16]1.